Task: describe an organic reaction: reactants, conditions, products, and yield. Dataset: the Open Reaction Database (ORD), a public repository of structured organic reaction records The reactants are FC(OC=1C=CC(=NC1)C(=O)NC=1C=CC(=C(C1)[C@@]12N=C(SC[C@@H]1CCO2)NC(OC(C)(C)C)=O)F)F (tert-butyl ((4aR,7aR)-7a-(5-(5-(difluoromethoxy)picolinamido)-2-fluorophenyl)-4a,5,6,7a-tetrahydro-4H-furo[2,3-d][1,3]thiazin-2-yl)carbamate), C(=O)(C(F)(F)F)O (TFA). Run in C(Cl)Cl (DCM). The product is NC=1SC[C@H]2[C@@](N1)(OCC2)C=2C=C(C=CC2F)NC(C2=NC=C(C=C2)OC(F)F)=O (N-(3-((4aR,7aR)-2-amino-4a,5,6,7a-tetrahydro-4H-furo[2,3-d][1,3]thiazin-7a-yl)-4-fluorophenyl)-5-(difluoromethoxy)picolinamide). Yield: 145.1%. RXN SMILES: [F:1][CH:2]([F:37])[O:3][C:4]1[CH:5]=[CH:6][C:7]([C:10]([NH:12][C:13]2[CH:14]=[CH:15][C:16]([F:36])=[C:17]([C@:19]34[O:27][CH2:26][CH2:25][C@H:24]3[CH2:23][S:22][C:21]([NH:28]C(=O)OC(C)(C)C)=[N:20]4)[CH:18]=2)=[O:11])=[N:8][CH:9]=1.C(O)(C(F)(F)F)=O>C(Cl)Cl>[NH2:28][C:21]1[S:22][CH2:23][C@@H:24]2[CH2:25][CH2:26][O:27][C@:19]2([C:17]2[CH:18]=[C:13]([NH:12][C:10](=[O:11])[C:7]3[CH:6]=[CH:5][C:4]([O:3][CH:2]([F:37])[F:1])=[CH:9][N:8]=3)[CH:14]=[CH:15][C:16]=2[F:36])[N:20]=1. Reported procedure: A solution of tert-butyl ((4aR,7aR)-7a-(5-(5-(difluoromethoxy)picolinamido)-2-fluorophenyl)-4a,5,6,7a-tetrahydro-4H-furo[2,3-d][1,3]thiazin-2-yl)carbamate (6 mg, 0.011 mmol) and TFA (17.17 μL, 0.223 mmol) in DCM (111 μL) was stirred at rt for 3 h, and the solvents were removed to give N-(3-((4aR,7aR)-2-amino-4a,5,6,7a-tetrahydro-4H-furo[2,3-d][1,3]thiazin-7a-yl)-4-fluorophenyl)-5-(difluoromethoxy)picolinamide (7 mg) as its TFA salt as a colorless oil. 1H NMR (500 MHz, METHANOL-d4) 8.60 (br. s., ...